Task: describe an organic reaction: reactants, conditions, products, and yield. Dataset: the Open Reaction Database (ORD), a public repository of structured organic reaction records Starting materials: O=c1c2cc(Br)ccc2ccc2ncc(Cl)cc12, CC(C)(C)[O-], Cc1ccccc1, [Na+], CN(CC1COCCO1)S(N)(=O)=O, O=C(C=Cc1ccccc1)C=Cc1ccccc1, O=C(C=Cc1ccccc1)C=Cc1ccccc1, O=C(C=Cc1ccccc1)C=Cc1ccccc1, O, [Pd], [Pd]. Yields the product CN(CC1COCCO1)S(=O)(=O)Nc1ccc2ccc3ncc(Cl)cc3c(=O)c2c1. RXN SMILES: [Br:1][c:2]1[cH:3][cH:4][c:5]2[c:6]([c:7](=[O:17])[c:8]3[c:9]([n:10][cH:11][c:12]([Cl:14])[cH:13]3)[cH:15][cH:16]2)[cH:18]1.[CH3:32][C:33]([CH3:34])([O-:35])[CH3:36].[CH3:39][c:40]1[cH:41][cH:42][cH:43][cH:44][cH:45]1.[Na+:37].[O:19]1[CH:20]([CH2:25][N:26]([S:27](=[O:28])(=[O:29])[NH2:30])[CH3:31])[CH2:21][O:22][CH2:23][CH2:24]1.[O:48]=[C:49]([CH:50]=[CH:51][c:52]1[cH:53][cH:54][cH:55][cH:56][cH:57]1)[CH:58]=[CH:59][c:60]1[cH:61][cH:62][cH:63][cH:64][cH:65]1.[O:66]=[C:67]([CH:68]=[CH:69][c:70]1[cH:71][cH:72][cH:73][cH:74][cH:75]1)[CH:76]=[CH:77][c:78]1[cH:79][cH:80][cH:81][cH:82][cH:83]1.[O:84]=[C:85]([CH:86]=[CH:87][c:88]1[cH:89][cH:90][cH:91][cH:92][cH:93]1)[CH:94]=[CH:95][c:96]1[cH:97][cH:98][cH:99][cH:100][cH:101]1.[OH2:38].[Pd:46].[Pd:47]>>[c:2]1([NH:30][S:27]([N:26]([CH2:25][CH:20]2[O:19][CH2:24][CH2:23][O:22][CH2:21]2)[CH3:31])(=[O:28])=[O:29])[cH:3][cH:4][c:5]2[c:6]([c:7](=[O:17])[c:8]3[c:9]([n:10][cH:11][c:12]([Cl:14])[cH:13]3)[cH:15][cH:16]2)[cH:18]1.